Task: describe an organic reaction: reactants, conditions, products, and yield. Dataset: the Open Reaction Database (ORD), a public repository of structured organic reaction records Reactants: N1N=CC(=C1)C(=O)OCC (ethyl pyrazole-4-carboxylate), CCCP(=O)=O (propylphosphonic anhydride), acid, CCN(C(C)C)C(C)C (DIPEA), NCC=1C=CC(=NC1C)NC(OC(C)(C)C)=O (tert-butyl (5-(aminomethyl)-6-methylpyridin-2-yl)carbamate). Solvent: C(C)(=O)OCC (ethyl acetate), O (water), CN(C)C=O (DMF). Reaction conditions: temperature 0 celsius, time 30 minute. Product: N1N=CC(=C1)C(=O)NCC=1C(=CC(=NC1C)NC(OC(C)(C)C)=O)C (tert-butyl (5-((1H-pyrazole-4-carboxamido)methyl)-4,6-dimethylpyridin-2-yl)carbamate). Reaction SMILES: [NH:1]1[CH:5]=[C:4]([C:6]([O:8]CC)=O)[CH:3]=[N:2]1.[CH3:11]CN(C(C)C)C(C)C.[NH2:20][CH2:21][C:22]1[CH:23]=[CH:24][C:25]([NH:29][C:30](=[O:36])[O:31][C:32]([CH3:35])([CH3:34])[CH3:33])=[N:26][C:27]=1[CH3:28].CCCP(=O)=O>CN(C=O)C.C(OCC)(=O)C.O>[NH:2]1[CH:3]=[C:4]([C:6]([NH:20][CH2:21][C:22]2[C:23]([CH3:11])=[CH:24][C:25]([NH:29][C:30](=[O:36])[O:31][C:32]([CH3:33])([CH3:35])[CH3:34])=[N:26][C:27]=2[CH3:28])=[O:8])[CH:5]=[N:1]1. Procedure: The starting material ethyl pyrazole-4-carboxylate was saponified in analogy to Example 157, Step a), To a solution of the free acid (1 g, 5.86 mmol) in DMF (40 ml) were added DIPEA (4.10 ml, 23.46 mmol) and tert-butyl (5-(aminomethyl)-6-methylpyridin-2-yl)carbamate (1.531 g, 6.45 mmol). At 0° C., propylphosphonic anhydride (50% in DMF, 3.42 ml, 5.86 mmol) was added dropwise. Reaction mixture was stirred for 30 min at 0° C., then diluted with ethyl acetate and water. Phases were separated and or...